Task: describe an organic reaction: reactants, conditions, products, and yield. Dataset: the Open Reaction Database (ORD), a public repository of structured organic reaction records Starting materials: O=C(Cl)c1c(F)cccc1F, Nc1cccc(N)n1, C1COCCO1. The product is Nc1cccc(NC(=O)c2c(F)cccc2F)n1. As a reaction SMILES: [F:9][c:10]1[c:11]([C:12](=[O:13])[Cl:14])[c:15]([F:19])[cH:16][cH:17][cH:18]1.[NH2:1][c:2]1[n:3][c:4]([NH2:8])[cH:5][cH:6][cH:7]1.[O:20]1[CH2:21][CH2:22][O:23][CH2:24][CH2:25]1>>[NH:1]([c:2]1[n:3][c:4]([NH2:8])[cH:5][cH:6][cH:7]1)[C:12]([c:11]1[c:10]([F:9])[cH:18][cH:17][cH:16][c:15]1[F:19])=[O:13]. The reactants are Cl.Cl.ClC1=CN=C(C2=CC(=CC=C12)S(=O)(=O)NC1(CCCC1)C(=O)N1CCN(CC1)C)NC(=N)N (4-Chloro-1-guanidino-N-{1-[(4-methylpiperazino)carbonyl]cyclopentyl}-7-isoquinolinesulphonamide dihydrochloride), Cl.Cl.NC1(CCCC1)C(=O)N1CCN(CC1)C ((1-aminocyclopentyl)(4-methyl-1-piperazinyl)methanone dihydrochloride), ClC1=NC=C(C2=CC=C(C=C12)S(=O)(=O)Cl)Cl (1,4-dichloro-7-isoquinolinesulphonyl chloride). The solvent is C(Cl)Cl (CH2Cl2). Run at time 18 hour. The product is ClC1=NC=C(C2=CC=C(C=C12)S(=O)(=O)NC1(CCCC1)C(=O)N1CCN(CC1)C)Cl (1,4-dichloro-N-{1-[(4-methyl-1-piperazinyl)carbonyl]cyclopentyl}-7-isoquinolinesulphonamide). Yield: 16.5%. RXN SMILES: Cl.Cl.[Cl:3][C:4]1[C:13]2[C:8](=[CH:9][C:10]([S:14]([NH:17][C:18]3([C:23]([N:25]4[CH2:30][CH2:29][N:28]([CH3:31])[CH2:27][CH2:26]4)=[O:24])[CH2:22][CH2:21][CH2:20][CH2:19]3)(=[O:16])=[O:15])=[CH:11][CH:12]=2)[C:7](NC(N)=N)=[N:6][CH:5]=1.Cl.Cl.NC1(C(N2CCN(C)CC2)=O)CCCC1.[Cl:53]C1C2C(=CC=C(S(Cl)(=O)=O)C=2)C(Cl)=CN=1>C(Cl)Cl>[Cl:53][C:7]1[C:8]2[C:13](=[CH:12][CH:11]=[C:10]([S:14]([NH:17][C:18]3([C:23]([N:25]4[CH2:30][CH2:29][N:28]([CH3:31])[CH2:27][CH2:26]4)=[O:24])[CH2:22][CH2:21][CH2:20][CH2:19]3)(=[O:16])=[O:15])[CH:9]=2)[C:4]([Cl:3])=[CH:5][N:6]=1 |f:0.1.2,3.4.5|. Reported procedure: 4-Chloro-1-guanidino-N-{1-[(4-methylpiperazino)carbonyl]cyclopentyl}-7-isoquinolinesulphonamide dihydrochloride ##STR90## Triethylamine (1.36 ml, 10.0 mmol) was added to a solution of (1-aminocyclopentyl)(4-methyl-1-piperazinyl)methanone dihydrochloride (567 mg, 2.0 mmol) and 1,4-dichloro-7-isoquinolinesulphonyl chloride (592 mg, 2.0 mmol) in CH2Cl2 (25 ml), and the reaction stirred at room temperature for 18 h. The mixture was concentrated in vacuo and the residue partitioned between EtOAc and ... The reactants are C=CCBr, CC(C)=O, [K+], [K+], COC(=O)c1cc(Cl)c(N)cc1O, O=C([O-])[O-]. Product: C=CCOc1cc(N)c(Cl)cc1C(=O)OC. Reaction SMILES: [CH2:14]([CH:15]=[CH2:16])[Br:17].[CH3:24][C:25](=[O:26])[CH3:27].[K+:18].[K+:19].[NH2:1][c:2]1[cH:3][c:4]([OH:13])[c:5]([C:6](=[O:7])[O:8][CH3:9])[cH:10][c:11]1[Cl:12].[O-:20][C:21]([O-:22])=[O:23]>>[NH2:1][c:2]1[cH:3][c:4]([O:13][CH2:16][CH:15]=[CH2:14])[c:5]([C:6](=[O:7])[O:8][CH3:9])[cH:10][c:11]1[Cl:12].